This data is from the Open Reaction Database (ORD), a public repository of structured organic reaction records. The task is: describe an organic reaction: reactants, conditions, products, and yield Starting materials: Cc1nc2c(s1)Nc1ccccc1N=C2N, CS(C)=O, Cc1ccccc1, CCN(C(C)C)C(C)C, Cl, OCCC1CNCCN1. Yields the product Cc1nc2c(s1)Nc1ccccc1N=C2N1CCNC(CCO)C1. As a reaction SMILES: [CH3:2][c:3]1[n:4][c:5]2[c:11]([s:12]1)[NH:10][c:9]1[c:8]([cH:16][cH:15][cH:14][cH:13]1)[N:7]=[C:6]2[NH2:17].[CH3:36][S:37](=[O:38])[CH3:39].[CH3:40][c:41]1[cH:42][cH:43][cH:44][cH:45][cH:46]1.[CH:27]([N:28]([CH:29]([CH3:30])[CH3:31])[CH2:32][CH3:33])([CH3:34])[CH3:35].[ClH:1].[NH:18]1[CH:19]([CH2:24][CH2:25][OH:26])[CH2:20][NH:21][CH2:22][CH2:23]1>>[CH3:2][c:3]1[n:4][c:5]2[c:11]([s:12]1)[NH:10][c:9]1[c:8]([cH:16][cH:15][cH:14][cH:13]1)[N:7]=[C:6]2[N:17]1[CH2:20][CH:19]([CH2:24][CH2:25][OH:26])[NH:18][CH2:23][CH2:22]1. Starting materials: C(C)OCC (diethyl ether), CC(C)([O-])C.[K+] (potassium tert-butoxide), COC=1C=C(C=CC1)CC1C(CCCC1)=O (2-[(3-methoxyphenyl)-methyl]cyclohexanone), C1(=CC=C(C=C1)S(=O)(=O)C[N+]#[C-])C ((p-tolylsulfonyl)methyl isocyanide). Run in O (water), C(C)(C)(C)O.COCCOC (tert-butanol 1,2-dimethoxyethane), COCCOC (1,2-dimethoxyethane). Run at time 30 minute. Yields the product C(#N)C1C(CCCC1)CC1=CC(=CC=C1)OC (1-cyano-2-[(3-methoxyphenyl)methyl]cyclohexane). Isolated yield 86.6%. RXN SMILES: CC(C)([O-])C.[K+].[CH3:7][O:8][C:9]1[CH:10]=[C:11]([CH2:15][CH:16]2[CH2:21][CH2:20][CH2:19][CH2:18][C:17]2=O)[CH:12]=[CH:13][CH:14]=1.C1(C)C=CC(S([CH2:32][N+:33]#[C-])(=O)=O)=CC=1.C(OCC)C>C(O)(C)(C)C.COCCOC.COCCOC.O>[C:32]([CH:17]1[CH2:18][CH2:19][CH2:20][CH2:21][CH:16]1[CH2:15][C:11]1[CH:12]=[CH:13][CH:14]=[C:9]([O:8][CH3:7])[CH:10]=1)#[N:33] |f:0.1,5.6|. Procedure details: A solution of potassium tert-butoxide (4.10 g) in tert-butanol-1,2-dimethoxyethane (1:1, 38 ml) was added dropwise to a stirred solution of 2-[(3-methoxyphenyl)-methyl]cyclohexanone (4.10 g) and (p-tolylsulfonyl)methyl isocyanide (4.10 g) in 1,2-dimethoxyethane under ice cooling over 30 minutes. The resulting mixture was stirred at the same temperature for 1 hour and at room temperature for 2 hours and 30 minutes, and then a mixture of diethyl ether and water was added thereto. The organic layer... RXN SMILES: C[C:2]1[CH:3]=[CH:4][C:5]([N:11]2[N:15]=[CH:14][CH:13]=[N:12]2)=[C:6]([CH:10]=1)[C:7]([OH:9])=[O:8].BrC1C=CC([Cl:26])=CC=1C(O)=O>>[Cl:26][C:2]1[CH:3]=[CH:4][C:5]([N:11]2[N:15]=[CH:14][CH:13]=[N:12]2)=[C:6]([CH:10]=1)[C:7]([OH:9])=[O:8]. Procedure details: The title compound was prepared following the same general protocol as described for 5-methyl-2-(2H-1,2,3-triazol-2-yl)benzoic acid in Example A11 using 2-bromo-5-chlorobenzoic acid. MS (ESI) 224 (M+H). Product: ClC=1C=CC(=C(C(=O)O)C1)N1N=CC=N1 (5-Chloro-2-(2H-1,2,3-triazol-2-yl)benzoic acid). Starting materials: CC=1C=CC(=C(C(=O)O)C1)N1N=CC=N1 (5-methyl-2-(2H-1,2,3-triazol-2-yl)benzoic acid), BrC1=C(C(=O)O)C=C(C=C1)Cl (2-bromo-5-chlorobenzoic acid). Reactants: II (iodine), N1N=CC2=CC=CC=C12 (indazole), Cl (hydrochloric acid), O.O.O.O.O.S(=S)(=O)([O-])[O-].[Na+].[Na+] (sodium thiosulphate pentahydrate), Cl (hydrochloric acid), II (iodine). The solvent is CO (methanol), [OH-].[Na+] (sodium hydroxide). Run at time 3 day. The product is IC1=NNC2=CC=CC=C12 (3-Iodoindazole). As a reaction SMILES: [I:1]I.[NH:3]1[C:11]2[C:6](=[CH:7][CH:8]=[CH:9][CH:10]=2)[CH:5]=[N:4]1.Cl.O.O.O.O.O.S([O-])([O-])(=O)=S.[Na+].[Na+]>CO.[OH-].[Na+]>[I:1][C:5]1[C:6]2[C:11](=[CH:10][CH:9]=[CH:8][CH:7]=2)[NH:3][N:4]=1 |f:3.4.5.6.7.8.9.10,12.13|. Reported procedure: 58.1 g of iodine (229 mmol) were introduced in portions into a suspension of 25.6 g of indazole (217 mmol) in 625 ml of methanol and 625 ml of 2N sodium hydroxide solution in the course of 1 hour. The mixture was stirred at room temperature for 3 days and 75 ml of concentrated hydrochloric acid were then added, while cooling with ice, the mixture was rendered acid with 2N hydrochloric acid and 20% strength sodium thiosulphate pentahydrate solution was added until the iodine colour disappeared. T... The reactants are C([O-])(O)=O.[Na+] (sodium bicarbonate), NC1=C(SC(=C1)C#CC(C)(C)C)C(=O)OC (Methyl 3-amino-5-(3,3-dimethylbut-1-ynyl)thiophene-2-carboxylate), C(C)(=O)O[BH-](OC(C)=O)OC(C)=O.[Na+] (Sodium triacetoxyborohydride), COC(=C)C (2-methoxyprop-1-ene). Run in CCOC(=O)C (EtOAc), C(C)(=O)O (acetic acid), ClCCl (dichloromethane). Reaction conditions: time 16 hour. The product is CC(C#CC1=CC(=C(S1)C(=O)OC)NC(C)C)(C)C (methyl 5-(3,3-dimethylbut-1-ynyl)-3-(isopropylamino)thiophene-2-carboxylate). Yield: 92.0%. RXN SMILES: [NH2:1][C:2]1[CH:6]=[C:5]([C:7]#[C:8][C:9]([CH3:12])([CH3:11])[CH3:10])[S:4][C:3]=1[C:13]([O:15][CH3:16])=[O:14].CO[C:19]([CH3:21])=[CH2:20].C(O[BH-](OC(=O)C)OC(=O)C)(=O)C.[Na+].C(=O)(O)[O-].[Na+]>ClCCl.CCOC(C)=O.C(O)(=O)C>[CH3:10][C:9]([CH3:11])([CH3:12])[C:8]#[C:7][C:5]1[S:4][C:3]([C:13]([O:15][CH3:16])=[O:14])=[C:2]([NH:1][CH:19]([CH3:21])[CH3:20])[CH:6]=1 |f:2.3,4.5|. Procedure details: Methyl 3-amino-5-(3,3-dimethylbut-1-ynyl)thiophene-2-carboxylate (see WO 2008058393) (12.0 g, 50.6 mmol) in dichloromethane (150 mL) was placed in a cool water bath (12 deg C.) and treated dropwise with 2-methoxyprop-1-ene (14.6 mL, 152 mmol) over about 6 minutes followed by acetic acid (8.7 mL) over about 5 minutes. Sodium triacetoxyborohydride (16.1 g, 152 mmol) was added portionwise over about 30 minutes. The reaction mixture was allowed to warm to ambient temperature and was stirred for 16 h... The reactants are CN1C(=O)N(C(=O)C(C1=O)C(NC1=CC(=C(C(=C1)Cl)OC(C(F)OC(C(C(F)F)(F)F)(F)F)(F)F)Cl)=O)C (1,3-dimethyl-5-(3,5-dichloro-(4-(2-(1,1,2,2,3,3-hexafluoropropoxy)-1,1,2-trifluoroethoxy))phenylcarbamoyl)-barbituric acid), N (Ammonia). Run in C(C)#N (acetonitrile). Reaction conditions: temperature 50 celsius, time 10 minute. Product: [NH4+].CN1C(=O)N(C(=O)C(C1=O)C(NC1=CC(=C(C(=C1)Cl)OC(C(F)OC(C(C(F)F)(F)F)(F)F)(F)F)Cl)=O)C (1,3-Dimethyl-5-(3,5-dichloro-(4-(2-(1,1,2,2,3,3-hexafluoropropoxy)-1,1,2-trifluoroethoxy))-phenylcarbamoyl)barbituric acid, ammonium salt). As a reaction SMILES: [CH3:1][N:2]1[C:9](=[O:10])[CH:8]([C:11](=[O:37])[NH:12][C:13]2[CH:18]=[C:17]([Cl:19])[C:16]([O:20][C:21]([F:35])([F:34])[CH:22]([O:24][C:25]([F:33])([F:32])[C:26]([F:31])([F:30])[CH:27]([F:29])[F:28])[F:23])=[C:15]([Cl:36])[CH:14]=2)[C:6](=[O:7])[N:5]([CH3:38])[C:3]1=[O:4].N>C(#N)C>[NH4+:2].[CH3:38][N:5]1[C:6](=[O:7])[CH:8]([C:11](=[O:37])[NH:12][C:13]2[CH:18]=[C:17]([Cl:19])[C:16]([O:20][C:21]([F:35])([F:34])[CH:22]([O:24][C:25]([F:32])([F:33])[C:26]([F:30])([F:31])[CH:27]([F:29])[F:28])[F:23])=[C:15]([Cl:36])[CH:14]=2)[C:9](=[O:10])[N:2]([CH3:1])[C:3]1=[O:4] |f:3.4|. Procedure: 5.0 g (8.2 mmol) of 1,3-dimethyl-5-(3,5-dichloro-(4-(2-(1,1,2,2,3,3-hexafluoropropoxy)-1,1,2-trifluoroethoxy))phenylcarbamoyl)-barbituric acid were suspended in 50 ml of absolute acetonitrile. Ammonia was passed in at room temperature for 10 minutes and the mixture was stirred at 50° C. for 10 minutes. The precipitate which had separated out was filtered off with suction, washed with ether and dried. Reactants: CC1(OB(OC1(C)C)C1=CC=C2C=NNC2=C1)C (6-(4,4,5,5-tetramethyl-1,3,2-dioxaborolan-2-yl)-1H-indazole), NC1=C(N=NC2=C(C(=CC=C12)CC)Br)C(=O)N (4-amino-8-bromo-7-ethylcinnoline-3-carboxamide). Yields the product NC1=C(N=NC2=C(C(=CC=C12)CC)C1=CC=C2C=NNC2=C1)C(=O)N (4-amino-7-ethyl-8-(1H-indazol-6-yl)cinnoline-3-carboxamide). RXN SMILES: CC1(C)C(C)(C)OB([C:9]2[CH:17]=[C:16]3[C:12]([CH:13]=[N:14][NH:15]3)=[CH:11][CH:10]=2)O1.[NH2:19][C:20]1[C:29]2[C:24](=[C:25](Br)[C:26]([CH2:30][CH3:31])=[CH:27][CH:28]=2)[N:23]=[N:22][C:21]=1[C:33]([NH2:35])=[O:34]>>[NH2:19][C:20]1[C:29]2[C:24](=[C:25]([C:9]3[CH:17]=[C:16]4[C:12]([CH:13]=[N:14][NH:15]4)=[CH:11][CH:10]=3)[C:26]([CH2:30][CH3:31])=[CH:27][CH:28]=2)[N:23]=[N:22][C:21]=1[C:33]([NH2:35])=[O:34]. Procedure details: The title compound was prepared in a manner similar to EXAMPLE 1 using 6-(4,4,5,5-tetramethyl-1,3,2-dioxaborolan-2-yl)-1H-indazole and 4-amino-8-bromo-7-ethylcinnoline-3-carboxamide. ESI-MS m/z [M+H]+ 333. Starting materials: [H-].[Al+3].[Li+].[H-].[H-].[H-] (lithium aluminum hydride), CCOCC (ether), CCOCC (ether), CC=1C(=C(C(=NC1C=C)C)O)C (dimethyl 2-methyl-3-hydroxy-6-vinylpyridine), 4,5-dicarboxylate, C(=O)=O (carbon dioxide). Run in O (water). Conditions: time 8 hour. Product: CC1=NC(=C(C(=C1O)CO)CO)C=C (2-methyl-3-hydroxy-4,5-di(hydroxymethyl)-6-vinylpyridine). As a reaction SMILES: [H-].[Al+3].[Li+].[H-].[H-].[H-].CC[O:9][CH2:10][CH3:11].[CH3:12][C:13]1[C:14]([CH3:23])=[C:15]([OH:22])[C:16]([CH3:21])=[N:17][C:18]=1C=C.C(=O)=[O:25]>O>[CH3:21][C:16]1[C:15]([OH:22])=[C:14]([CH2:23][OH:25])[C:11]([CH2:10][OH:9])=[C:18]([CH:13]=[CH2:12])[N:17]=1 |f:0.1.2.3.4.5|. Procedure: To a suspension of 0.15 moles of lithium aluminum hydride in 250 ml. of ether is added dropwise with stirring a solution of 0.05 moles of dimethyl 2-methyl-3-hydroxy-6-vinylpyridine, 4,5-dicarboxylate in 150 ml. of ether. The mixture is refluxed for 6 hours and stirred overnight at room temperature. The reaction mixture is cooled and 100 ml. of water added dropwise with stirring. The resulting mixture is saturated with carbon dioxide for 30 minutes and then filtered. The precipitate is stirred w...